Dataset: the Open Reaction Database (ORD), a public repository of structured organic reaction records. Task: describe an organic reaction: reactants, conditions, products, and yield Starting materials: C(C)(C)(C)OC(=O)C1N(CCCC1(CC)O)S(=O)(=O)C1=CC=C(C=C1)OCC1=CC=C(C=C1)F (1-[4-(4-fluoro-benzyloxy)-benzenesulfonyl]-3-hydroxy-3-ethyl-piperidine-2-carboxylic acid tert-butyl ester), ONC(=O)C1N(CCCC1(CC)O)S(=O)(=O)C1=CC=C(C=C1)OCC1=CC=C(C=C1)F (1-[4-(4-Fluoro-benzyloxy)-benzenesulfonyl]-3-hydroxy-3-ethyl-piperidine-2-carboxylic acid hydroxyamide). Product: ONC(=O)[C@@H]1N(CCC[C@@]1(CC)O)S(=O)(=O)C1=CC=C(C=C1)OCC1=CC=C(C=C1)F ((+/−)(2R,3R)-1-[4-(4-Fluoro-benzyloxy)-benzenesulfonyl]-3-hydroxy-3-ethyl-piperidine-2-carboxylic acid hydroxyamide). Reaction SMILES: C(OC(C1C(O)(CC)CCCN1S(C1C=CC(OCC2C=CC(F)=CC=2)=CC=1)(=O)=O)=O)(C)(C)C.[OH:35][NH:36][C:37]([CH:39]1[C:44]([OH:47])([CH2:45][CH3:46])[CH2:43][CH2:42][CH2:41][N:40]1[S:48]([C:51]1[CH:56]=[CH:55][C:54]([O:57][CH2:58][C:59]2[CH:64]=[CH:63][C:62]([F:65])=[CH:61][CH:60]=2)=[CH:53][CH:52]=1)(=[O:50])=[O:49])=[O:38]>>[OH:35][NH:36][C:37]([C@H:39]1[C@@:44]([OH:47])([CH2:45][CH3:46])[CH2:43][CH2:42][CH2:41][N:40]1[S:48]([C:51]1[CH:56]=[CH:55][C:54]([O:57][CH2:58][C:59]2[CH:64]=[CH:63][C:62]([F:65])=[CH:61][CH:60]=2)=[CH:53][CH:52]=1)(=[O:50])=[O:49])=[O:38]. Procedure: Using the methods of Example 4, 1-[4-(4-fluoro-benzyloxy)-benzenesulfonyl]-3-hydroxy-3-ethyl-piperidine-2-carboxylic acid tert-butyl ester was converted to 1-[4-(4-Fluoro-benzyloxy)-benzenesulfonyl]-3-hydroxy-3-ethyl-piperidine-2-carboxylic acid hydroxyamide. The reactants are C1=CC=CC=2C3=CC=CC=C3C(C12)COC(=O)N(C[C@@H](C=C)N(C(OC(C)(C)C)=O)OCC1=CC=CC=C1)C(C(=C)CO[Si](C)(C)C(C)(C)C)C#N (tert-butyl ((2R)-1-((((9H-fluoren-9-yl)methoxy)carbonyl)(2-(((tert-butyldimethylsilyl)oxy)methyl)-1-cyanoallyl)amino)but-3-en-2-yl)(benzyloxy)carbamate), C1=CC=CC=2C3=CC=CC=C3C(C12)COC(=O)N(C[C@@H](C=C)N(C(OC(C)(C)C)=O)OCC1=CC=CC=C1)C(C(=C)CO[Si](C)(C)C(C)(C)C)C#N (tert-butyl ((2R)-1-((((9H-fluoren-9-yl)methoxy)carbonyl)(2-(((tert-butyldimethylsilyl)oxy)methyl)-1-cyanoallyl)amino)but-3-en-2-yl)(benzyloxy)carbamate). The reagents and catalysts are CC1=CC(=C(C(=C1)C)N2CCN(C2=[Ru](=CC3=C(C=CC=C3)OC(C)C)(Cl)Cl)C4=C(C=C(C=C4C)C)C)C (Hoveyda-Grubbs Catalyst 2nd Generation). The solvent is C1(=CC=CC=C1)C (toluene). Run at temperature 90 celsius. Product: C(C1=CC=CC=C1)ON([C@@H]1C=C(C(N(C1)C(=O)OCC1C2=CC=CC=C2C=2C=CC=CC12)C#N)CO[Si](C)(C)C(C)(C)C)C(=O)OC(C)(C)C ((5R)-(9H-fluoren-9-yl)methyl 5-((benzyloxy)(tert-butoxycarbonyl)amino)-3-(((tert-butyldimethylsilyl)oxy)methyl)-2-cyano-5,6-dihydropyridine-1(2H)-carboxylate). Isolated yield 40.7%. Reaction SMILES: [CH:1]1[C:13]2[CH:12]([CH2:14][O:15][C:16]([N:18]([CH:39]([C:51]#[N:52])[C:40]([CH2:42][O:43][Si:44]([C:47]([CH3:50])([CH3:49])[CH3:48])([CH3:46])[CH3:45])=C)[CH2:19][C@H:20]([N:23]([O:31][CH2:32][C:33]3[CH:38]=[CH:37][CH:36]=[CH:35][CH:34]=3)[C:24](=[O:30])[O:25][C:26]([CH3:29])([CH3:28])[CH3:27])[CH:21]=C)=[O:17])[C:11]3[C:6](=[CH:7][CH:8]=[CH:9][CH:10]=3)[C:5]=2[CH:4]=[CH:3][CH:2]=1>C1(C)C=CC=CC=1.CC1C=C(C)C(N2C(=[Ru](Cl)(Cl)=CC3C=CC=CC=3OC(C)C)N(C3C(C)=CC(C)=CC=3C)CC2)=C(C)C=1>[CH2:32]([O:31][N:23]([C:24]([O:25][C:26]([CH3:29])([CH3:27])[CH3:28])=[O:30])[C@H:20]1[CH2:19][N:18]([C:16]([O:15][CH2:14][CH:12]2[C:13]3[CH:1]=[CH:2][CH:3]=[CH:4][C:5]=3[C:6]3[C:11]2=[CH:10][CH:9]=[CH:8][CH:7]=3)=[O:17])[CH:39]([C:51]#[N:52])[C:40]([CH2:42][O:43][Si:44]([C:47]([CH3:48])([CH3:49])[CH3:50])([CH3:46])[CH3:45])=[CH:21]1)[C:33]1[CH:34]=[CH:35][CH:36]=[CH:37][CH:38]=1. Reported procedure: A solution of tert-butyl ((2R)-1-((((9H-fluoren-9-yl)methoxy)carbonyl)(2-(((tert-butyldimethylsilyl)oxy)methyl)-1-cyanoallyl)amino)but-3-en-2-yl)(benzyloxy)carbamate (Intermediate 159, 3.32 g, 4.59 mmol) in toluene (150 mL) was bubbled with nitrogen for 15 minutes. Hoveyda-Grubbs Catalyst 2nd Generation (0.288 g, 0.46 mmol) was added and the mixture was bubbled with nitrogen for an additional 15 minutes. The resulting solution was heated under nitrogen at 90° C. for 2 days. The reaction mixture ... Reactants: C1=CC(=CC=C1O)C (p-Cresol), C1(CCC(=O)O1)=O (succinic anhydride), [Cl-].[Al+3].[Cl-].[Cl-] (aluminium chloride), Example 8 ( i ). Yields the product CC=1C=CC(=C(C(=O)CCC(=O)O)C1)O (3-(5-methyl-2-hydroxybenzoyl)-propionic acid). RXN SMILES: [CH:1]1[C:6]([OH:7])=[CH:5][CH:4]=[C:3]([CH3:8])[CH:2]=1.[C:9]1(=[O:15])[O:14][C:12](=[O:13])[CH2:11][CH2:10]1.[Cl-].[Al+3].[Cl-].[Cl-]>>[CH3:8][C:3]1[CH:2]=[CH:1][C:6]([OH:7])=[C:5]([CH:4]=1)[C:9]([CH2:10][CH2:11][C:12]([OH:14])=[O:13])=[O:15] |f:2.3.4.5|. Procedure: p-Cresol was reacted with succinic anhydride and aluminium chloride in a similar manner to the procedure described in Example 8 (i) to give 3-(5-methyl-2-hydroxybenzoyl)-propionic acid. Reactants: BrC(Br)(Br)Br, [Li]CCCC, CCCCCC, COc1cccc(OC)c1, CCOCC, CCOC(C)=O, O. Yields the product COc1cccc(OC)c1Br. Reaction SMILES: [C:22]([Br:23])([Br:24])([Br:25])[Br:26].[CH2:11]([Li:12])[CH2:13][CH2:14][CH3:15].[CH3:16][CH2:17][CH2:18][CH2:19][CH2:20][CH3:21].[CH3:1][O:2][c:3]1[cH:4][c:5]([O:9][CH3:10])[cH:6][cH:7][cH:8]1.[CH3:27][CH2:28][O:29][CH2:30][CH3:31].[CH3:32][CH2:33][O:34][C:35](=[O:36])[CH3:37].[OH2:38]>>[CH3:1][O:2][c:3]1[c:4]([Br:23])[c:5]([O:9][CH3:10])[cH:6][cH:7][cH:8]1. Reactants: NC12CC3CC(CC(C3)C1)C2, CCO, Fc1ccc2c(-c3ccc(OCC4CO4)cc3)noc2c1. Yields the product OC(CNC12CC3CC(CC(C3)C1)C2)COc1ccc(-c2noc3cc(F)ccc23)cc1. As a reaction SMILES: [C:22]12([NH2:32])[CH2:23][CH:24]3[CH2:25][CH:26]([CH2:27][CH:28]([CH2:29]1)[CH2:30]3)[CH2:31]2.[CH3:33][CH2:34][OH:35].[F:1][c:2]1[cH:3][c:4]2[c:5]([c:6](-[c:9]3[cH:10][cH:11][c:12]([O:15][CH2:16][CH:17]4[O:18][CH2:19]4)[cH:13][cH:14]3)[n:7][o:8]2)[cH:20][cH:21]1>>[F:1][c:2]1[cH:3][c:4]2[c:5]([c:6](-[c:9]3[cH:10][cH:11][c:12]([O:15][CH2:16][CH:17]([OH:18])[CH2:19][NH:32][C:22]45[CH2:23][CH:24]6[CH2:25][CH:26]([CH2:27][CH:28]([CH2:29]4)[CH2:30]6)[CH2:31]5)[cH:13][cH:14]3)[n:7][o:8]2)[cH:20][cH:21]1.